The task is: describe an organic reaction: reactants, conditions, products, and yield. This data is from the Open Reaction Database (ORD), a public repository of structured organic reaction records. Starting materials: COC(CC1=CC2=CC=C(C=C2C(=C1C)C1=CC=C(C=C1)NS(=O)(=O)C1=CC=CC=C1)F)=O ([4-(4-benzenesulfonylamino-phenyl)-6-fluoro-3-methyl-naphthalen-2-yl]-acetic acid methyl ester), O.[OH-].[Li+] (lithium hydroxide monohydrate). Solvent: C1CCOC1 (THF), O (water), CO (methanol), [OH-].[Na+] (sodium hydroxide). Conditions: time 4 hour. Product: C1(=CC=CC=C1)S(=O)(=O)NC1=CC=C(C=C1)C1=C(C(=CC2=CC=C(C=C12)F)CC(=O)O)C ([4-(4-benzenesulfonylamino-phenyl)-6-fluoro-3-methyl-naphthalen-2-yl]-acetic acid). Yield: 94.6%. Reaction SMILES: C[O:2][C:3](=[O:33])[CH2:4][C:5]1[C:14]([CH3:15])=[C:13]([C:16]2[CH:21]=[CH:20][C:19]([NH:22][S:23]([C:26]3[CH:31]=[CH:30][CH:29]=[CH:28][CH:27]=3)(=[O:25])=[O:24])=[CH:18][CH:17]=2)[C:12]2[C:7](=[CH:8][CH:9]=[C:10]([F:32])[CH:11]=2)[CH:6]=1.O.[OH-].[Li+]>C1COCC1.O.CO.[OH-].[Na+]>[C:26]1([S:23]([NH:22][C:19]2[CH:18]=[CH:17][C:16]([C:13]3[C:12]4[C:7](=[CH:8][CH:9]=[C:10]([F:32])[CH:11]=4)[CH:6]=[C:5]([CH2:4][C:3]([OH:33])=[O:2])[C:14]=3[CH3:15])=[CH:21][CH:20]=2)(=[O:25])=[O:24])[CH:27]=[CH:28][CH:29]=[CH:30][CH:31]=1 |f:1.2.3,7.8|. Procedure details: To a solution of [4-(4-benzenesulfonylamino-phenyl)-6-fluoro-3-methyl-naphthalen-2-yl]-acetic acid methyl ester (38 mg, 0.08 mmol) in THF (2 mL) was added a solution of lithium hydroxide monohydrate (10 mg, 0.25 mmol) in water (1 mL) and methanol (1 mL) plus sodium hydroxide solution (1 ml, 1.0 N) at room temperature. The resulting clear solution was stirred for 4 h and then the solvents were removed under vacuum. The residue was diluted with water (10 mL). The mixture was acidified with 1.0 N h... The reactants are FC(C1=CC=C(C=C1)C1=CC=CC(=N1)C(CCCC)=O)(F)F (1-{6-[4-(trifluoromethyl)phenyl]-2-pyridinyl}-1-pentanone), ice water, [BH4-].[Na+] (sodium borohydride). Solvent: C1CCOC1 (THF), O (water). Conditions: time 2.5 hour. Product: FC(C1=CC=C(C=C1)C1=CC=CC(=N1)C(CCCC)O)(F)F (1-{6-[4-(Trifluoromethyl)phenyl]-2-pyridinyl}-1-pentanol). Yield: 99.7%. RXN SMILES: [F:1][C:2]([F:22])([F:21])[C:3]1[CH:8]=[CH:7][C:6]([C:9]2[N:14]=[C:13]([C:15](=[O:20])[CH2:16][CH2:17][CH2:18][CH3:19])[CH:12]=[CH:11][CH:10]=2)=[CH:5][CH:4]=1.[BH4-].[Na+]>C1COCC1.O>[F:21][C:2]([F:1])([F:22])[C:3]1[CH:4]=[CH:5][C:6]([C:9]2[N:14]=[C:13]([CH:15]([OH:20])[CH2:16][CH2:17][CH2:18][CH3:19])[CH:12]=[CH:11][CH:10]=2)=[CH:7][CH:8]=1 |f:1.2|. Procedure: A mixture of 1-{6-[4-(trifluoromethyl)phenyl]-2-pyridinyl}-1-pentanone (2.80 g, 9.11 mmol) in THF (61 mL) at 0° C. (ice/water bath) was treated drop-wise with a mixture of sodium borohydride (689 mg, 18.21 mmol) in water (11 mL) over 5-10 minutes. The resulting mixture was stirred at this temperature for 2.5 hours and was then partitioned between EtOAc (200 mL) and water (200 mL) and the layers separated. The aqueous was re-extracted with EtOAc (200 mL) and the combined organic layer washed with... The reactants are CCCCCC, Fc1ccc(-c2[nH]ccc2-c2ccncc2)cc1, [Li]CCCC, [Na+], C1CCOC1, O, O=C([O-])O, CC(C)[Si](OS(=O)(=O)C(F)(F)F)(C(C)C)C(C)C. Yields the product CC(C)[Si](C(C)C)(C(C)C)n1ccc(-c2ccncc2)c1-c1ccc(F)cc1. Reaction SMILES: [CH3:52][CH2:53][CH2:54][CH2:55][CH2:56][CH3:57].[F:1][c:2]1[cH:3][cH:4][c:5](-[c:8]2[nH:9][cH:10][cH:11][c:12]2-[c:13]2[cH:14][cH:15][n:16][cH:17][cH:18]2)[cH:6][cH:7]1.[Li:19][CH2:20][CH2:21][CH2:22][CH3:23].[Na+:42].[O:47]1[CH2:48][CH2:49][CH2:50][CH2:51]1.[OH2:58].[OH:43][C:44](=[O:45])[O-:46].[S:24]([O:25][Si:32]([CH:33]([CH3:34])[CH3:35])([CH:36]([CH3:37])[CH3:38])[CH:39]([CH3:40])[CH3:41])([C:26]([F:27])([F:28])[F:29])(=[O:30])=[O:31]>>[F:1][c:2]1[cH:3][cH:4][c:5](-[c:8]2[n:9]([Si:32]([CH:33]([CH3:34])[CH3:35])([CH:36]([CH3:37])[CH3:38])[CH:39]([CH3:40])[CH3:41])[cH:10][cH:11][c:12]2-[c:13]2[cH:14][cH:15][n:16][cH:17][cH:18]2)[cH:6][cH:7]1. Starting materials: example 1 ( b ), C1(CCCC1)OC1=C(C(=O)O)C=C(C=C1)S(=O)(=O)C (2-Cyclopentyloxy-5-methanesulfonyl-benzoic acid), Cl.CS(=O)(=O)C1=CN=C(S1)N1CCNCC1 (1-(5-methanesulfonyl-thiazol-2-yl)-piperazine hydrochloride). Product: C1(CCCC1)OC1=C(C=C(C=C1)S(=O)(=O)C)C(=O)N1CCN(CC1)C=1SC(=CN1)S(=O)(=O)C ((2-Cyclopentyloxy-5-methanesulfonyl-phenyl)-[4-(5-methanesulfonyl-thiazol-2-yl)-piperazin-1-yl]-methanone). Yield: 38.0%. RXN SMILES: [CH:1]1([O:6][C:7]2[CH:15]=[CH:14][C:13]([S:16]([CH3:19])(=[O:18])=[O:17])=[CH:12][C:8]=2[C:9]([OH:11])=O)[CH2:5][CH2:4][CH2:3][CH2:2]1.Cl.[CH3:21][S:22]([C:25]1[S:29][C:28]([N:30]2[CH2:35][CH2:34][NH:33][CH2:32][CH2:31]2)=[N:27][CH:26]=1)(=[O:24])=[O:23]>>[CH:1]1([O:6][C:7]2[CH:15]=[CH:14][C:13]([S:16]([CH3:19])(=[O:18])=[O:17])=[CH:12][C:8]=2[C:9]([N:33]2[CH2:34][CH2:35][N:30]([C:28]3[S:29][C:25]([S:22]([CH3:21])(=[O:24])=[O:23])=[CH:26][N:27]=3)[CH2:31][CH2:32]2)=[O:11])[CH2:2][CH2:3][CH2:4][CH2:5]1 |f:1.2|. Reported procedure: Prepared in analogy to example 1 (b) from 2-cyclopentyloxy-5-methanesulfonyl-benzoic acid (Example A4) and 1-(5-methanesulfonyl-thiazol-2-yl)-piperazine hydrochloride (Example 21(c)). The crude material was purified by chromatography (SiO2, ethyl acetate/heptane) followed by trituration in ether to yield the title compound as an off-white crystalline solid (yield 38%). MS (m/e): 514.3 (M+H+, 100%). The reactants are C(C)(C)(C)[O-].[K+] (potassium tert-butanolate), CC1([C@H]2CCC(=C)[C@@H]1C2)C ((−)-β-pinene), solution, B1C2CCCC1CCC2 (9-BBN), BrCC(=O)C1=CC=CC=C1 (α-bromacetophenone). Run in C1CCOC1 (THF), C1CCOC1 (THF), C1CCOC1 (THF), CCCCC (n-pentane). Conditions: temperature -78 celsius, time 3 hour. The product is CC1(C2CCC(C1C2)CCC(=O)C2=CC=CC=C2)C (3-(6,6-dimethylbicyclo[3.1.1]-heptan-2-yl)-1-phenylpropan-1-one). Yield: 5.5%. Reaction SMILES: [CH3:1][C:2]1([CH3:10])[C@H:8]2[CH2:9][C@@H:3]1[CH2:4][CH2:5][C:6]2=[CH2:7].B1C2CCCC1CCC2.C([O-])(C)(C)C.[K+].Br[CH2:27][C:28]([C:30]1[CH:35]=[CH:34][CH:33]=[CH:32][CH:31]=1)=[O:29]>C1COCC1.CCCCC>[CH3:1][C:2]1([CH3:10])[CH:8]2[CH2:9][CH:3]1[CH2:4][CH2:5][CH:6]2[CH2:7][CH2:27][C:28]([C:30]1[CH:35]=[CH:34][CH:33]=[CH:32][CH:31]=1)=[O:29] |f:2.3|. Procedure details: 1.36 g (−)-β-pinene (10 mmol) was dissolved in 5 ml THF. 21 ml of a 0.5-molar solution of 9-BBN in THF (10.5 mmol) was added to this solution at 0° C. The reaction mixture was slowly brought to room temperature and stirred for a further 3 hours. The resulting solution was cooled to −78° C., and a solution of 1.12 g potassium tert-butanolate (10 mmol) in 10 ml THF was then added to the cooled reaction solution. After a short time, 2 g α-bromacetophenone (10 mmol) was added in portions with consta... Reactants: NC1=CN=C2N1C=C(C(=C2)C#N)C2=C(C=C(C=C2)Cl)Cl (3-amino-6-(2,4-dichloro-phenyl)-imidazo[1,2-a]pyridine-7-carbonitrile). Run in C1CCOC1 (THF), C1CCOC1 (THF). Conditions: temperature 40 celsius, time 1 hour. Product: NCC1=CC=2N(C=C1C1=C(C=C(C=C1)Cl)Cl)C(=CN2)N (7-aminomethyl-6-(2,4-dichloro-phenyl)-imidazo[1,2-a]pyridin-3-ylamine). Isolated yield 52.7%. As a reaction SMILES: [NH2:1][C:2]1[N:6]2[CH:7]=[C:8]([C:13]3[CH:18]=[CH:17][C:16]([Cl:19])=[CH:15][C:14]=3[Cl:20])[C:9]([C:11]#[N:12])=[CH:10][C:5]2=[N:4][CH:3]=1>C1COCC1>[NH2:12][CH2:11][C:9]1[C:8]([C:13]2[CH:18]=[CH:17][C:16]([Cl:19])=[CH:15][C:14]=2[Cl:20])=[CH:7][N:6]2[C:2]([NH2:1])=[CH:3][N:4]=[C:5]2[CH:10]=1. Reported procedure: A solution of 3-amino-6-(2,4-dichloro-phenyl)-imidazo[1,2-a]pyridine-7-carbonitrile (517 mg, 1.71 mmol) in anhydrous THF (10 mL) was cooled to 0° C. (ice bath), treated with a 1M BH3 solution in THF (8.5 mL, 8.5 mmol) and stirred at 40° C. for 1 h. The reaction mixture was cooled to 0° C. (ice bath), quenched by the cautious addition of MeOH until gas evolution ceased and concentrated to dryness. The residue was suspended into a 2M HCl solution in water, stirred at RT for 10 min and evaporated t... Starting materials: FC(F)(F)c1cccc(Br)c1, [C-]#N, CNCCNC, CCOC(C)=O, Cc1ccccc1, [Cu]I, [NH4+], [Na+], [OH-], O. Product: N#Cc1cccc(C(F)(F)F)c1. RXN SMILES: [Br:4][c:5]1[cH:6][c:7]([C:11]([F:12])([F:13])[F:14])[cH:8][cH:9][cH:10]1.[C-:1]#[N:2].[CH3:15][NH:16][CH2:17][CH2:18][NH:19][CH3:20].[CH3:26][CH2:27][O:28][C:29](=[O:30])[CH3:31].[CH3:32][c:33]1[cH:34][cH:35][cH:36][cH:37][cH:38]1.[Cu:23][I:24].[NH4+:21].[Na+:3].[OH-:22].[OH2:25]>>[c:5]1([C:15]#[N:16])[cH:6][c:7]([C:11]([F:12])([F:13])[F:14])[cH:8][cH:9][cH:10]1.